This data is from the Open Reaction Database (ORD), a public repository of structured organic reaction records. The task is: describe an organic reaction: reactants, conditions, products, and yield Reaction SMILES: [NH2:1][CH2:2][C:3]1[CH:4]=[C:5]([N:9]2[C:13]([C:14]([NH:16][CH2:17][C:18]3[CH:23]=[CH:22][CH:21]=[CH:20][C:19]=3[O:24][CH3:25])=[O:15])=[CH:12][C:11]([C:26]([F:29])([F:28])[F:27])=[N:10]2)[CH:6]=[CH:7][CH:8]=1.[CH3:30][N:31]([CH2:39][CH:40]=O)[C:32](=[O:38])[O:33][C:34]([CH3:37])([CH3:36])[CH3:35].C(O)(=O)C.C([BH3-])#N.[Na+]>CO>[CH3:25][O:24][C:19]1[CH:20]=[CH:21][CH:22]=[CH:23][C:18]=1[CH2:17][NH:16][C:14]([C:13]1[N:9]([C:5]2[CH:4]=[C:3]([CH:8]=[CH:7][CH:6]=2)[CH2:2][NH:1][CH2:40][CH2:39][N:31]([CH3:30])[C:32](=[O:38])[O:33][C:34]([CH3:36])([CH3:35])[CH3:37])[N:10]=[C:11]([C:26]([F:28])([F:29])[F:27])[CH:12]=1)=[O:15] |f:3.4|. The solvent is CO (MeOH). Yield: 37.4%. Starting materials: NCC=1C=C(C=CC1)N1N=C(C=C1C(=O)NCC1=C(C=CC=C1)OC)C(F)(F)F (1-(3-(aminomethyl)phenyl)-N-(2-methoxybenzyl)-3-(trifluoromethyl)-1H-pyrazole-5-carboxamide), CN(C(OC(C)(C)C)=O)CC=O (tert-butyl methyl(2-oxoethyl)carbamate), C(#N)[BH3-].[Na+] (sodium cyanoborohydride), C(C)(=O)O (acetic acid). Product: COC1=C(CNC(=O)C2=CC(=NN2C=2C=C(CNCCN(C(OC(C)(C)C)=O)C)C=CC2)C(F)(F)F)C=CC=C1 (tert-butyl 2-(3-(5-(2-methoxybenzylcarbamoyl)-3-(trifluoromethyl)-1H-pyrazol-1-yl)benzylamino)ethyl(methyl)carbamate). Procedure details: To a stirred solution of 58 (200 mg, 0.386 mmol) in MeOH (2.0 mL) was added tert-butyl methyl(2-oxoethyl)carbamate (100 mg, 0.579 mmol) followed by acetic acid (44.2 μl, 0.772 mmol). After stirring for 30 min, sodium cyanoborohydride (61 mg, 0.964 mmol) was added and the resulting solution was allowed to stir at 21° C. for 16 h. The solvent was removed by evaporation and the residue taken in saturated NaHCO3. It was then extracted three times with CH2Cl2, dried over Na2SO4 and evaporated. The re... Conditions: time 30 minute. Reactants: Cl.NC1=CC=C(C=N1)C(CC(=O)O)C ((RS) 3-(6-amino-pyrid-3-yl)-butanoic acid hydrochloride), S(O)(O)(=O)=O (sulphuric acid), CO (methanol). Product: NC1=CC=C(C=N1)C(CC(=O)OC)C ((RS) Methyl 3-(6-amino-pyrid-3-yl)-butanoate). RXN SMILES: Cl.[NH2:2][C:3]1[N:8]=[CH:7][C:6]([CH:9]([CH3:14])[CH2:10][C:11]([OH:13])=[O:12])=[CH:5][CH:4]=1.S(=O)(=O)(O)O.[CH3:20]O>>[NH2:2][C:3]1[N:8]=[CH:7][C:6]([CH:9]([CH3:14])[CH2:10][C:11]([O:13][CH3:20])=[O:12])=[CH:5][CH:4]=1 |f:0.1|. Procedure details: A solution of (RS) 3-(6-amino-pyrid-3-yl)-butanoic acid hydrochloride (12.0 g, Reference Example 20) in methanol (300 mL) was treated with concentrated sulphuric acid (3.0 mL) then heated at reflux temperature for 8 hours. The reaction mixture was concentrated, then basefied with 5% aqueous sodium bicarbonate and then extracted with ethyl acetate . The extracts were washed with water, then with brine, then dried over magnesium sulphate and then evaporated to give the title compound (7.6 g) as a ... The reactants are [Si](C)(C)(C(C)(C)C)OC(C)C1=C2C=CC(=CC2=CC=C1OC)C(C(C)C)(O)C=1N=CNC1 (1-[5-[1-(tert-Butyldimethylsilyloxy)ethyl]-6-methoxynaphthalen-2-yl]-1-(1H-imidazol-4-yl)-2-methyl-1-propanol), [F-].C(CCC)[N+](CCCC)(CCCC)CCCC (tetrabutylammonium fluoride). Conditions: temperature 60 celsius, time 8 hour. The yield is 64.2%. Solvent: C1CCOC1 (THF). Reported procedure: 1-[5-[1-(tert-Butyldimethylsilyloxy)ethyl]-6-methoxynaphthalen-2-yl]-1-(1H-imidazol-4-yl)-2-methyl-1-propanol (0.499 g) was dissolved in THF (5 ml). To the solution was added tetrabutylammonium fluoride (1.0M in THF; 5 ml), and the mixture was stirred at 60° C. for 8 h. The reaction mixture was concentrated. The obtained residue was purified by silica gel column chromatography (eluent, ethyl acetate:methanol=1:0→10:1) and washed with hexane to give the titled compound (0.24 g) as an amorphous pr... Reaction SMILES: [Si]([O:8][CH:9]([C:11]1[C:20]([O:21][CH3:22])=[CH:19][CH:18]=[C:17]2[C:12]=1[CH:13]=[CH:14][C:15]([C:23]([C:28]1[N:29]=[CH:30][NH:31][CH:32]=1)([OH:27])[CH:24]([CH3:26])[CH3:25])=[CH:16]2)[CH3:10])(C(C)(C)C)(C)C.[F-].C([N+](CCCC)(CCCC)CCCC)CCC>C1COCC1>[OH:8][CH:9]([C:11]1[C:20]([O:21][CH3:22])=[CH:19][CH:18]=[C:17]2[C:12]=1[CH:13]=[CH:14][C:15]([C:23]([C:28]1[N:29]=[CH:30][NH:31][CH:32]=1)([OH:27])[CH:24]([CH3:26])[CH3:25])=[CH:16]2)[CH3:10] |f:1.2|. Product: OC(C)C1=C2C=CC(=CC2=CC=C1OC)C(C(C)C)(O)C=1N=CNC1 (1-[5-(1-Hydroxyethyl)-6-methoxynaphthalen-2-yl]-1-[1H-imidazol-4-yl]-2-methyl-1-propanol). The reactants are CN, CCO, Cc1c(C=CCN2CCN(c3cc(F)cc(F)c3)CC2)cnn1-c1cc(Cl)nc(N)n1. Yields the product Cl, CNc1cc(-n2ncc(C=CCN3CCN(c4cc(F)cc(F)c4)CC3)c2C)nc(N)n1. Reaction SMILES: [CH3:32][NH2:33].[CH3:34][CH2:35][OH:36].[NH2:1][c:2]1[n:3][c:4]([Cl:31])[cH:5][c:6](-[n:8]2[n:9][cH:10][c:11]([CH:14]=[CH:15][CH2:16][N:17]3[CH2:18][CH2:19][N:20]([c:23]4[cH:24][c:25]([F:30])[cH:26][c:27]([F:29])[cH:28]4)[CH2:21][CH2:22]3)[c:12]2[CH3:13])[n:7]1>>[ClH:31].[NH2:1][c:2]1[n:3][c:4]([NH:33][CH3:32])[cH:5][c:6](-[n:8]2[n:9][cH:10][c:11]([CH:14]=[CH:15][CH2:16][N:17]3[CH2:18][CH2:19][N:20]([c:23]4[cH:24][c:25]([F:30])[cH:26][c:27]([F:29])[cH:28]4)[CH2:21][CH2:22]3)[c:12]2[CH3:13])[n:7]1. Starting materials: COC(=O)CC(C)=O, CCOCC, Cl, O=N[O-], [Na+], O. The product is COC(=O)C(=NO)C(C)=O. Reaction SMILES: [C:1]([CH2:2][C:3](=[O:4])[CH3:5])(=[O:6])[O:7][CH3:8].[CH2:15]([O:16][CH2:17][CH3:18])[CH3:19].[ClH:13].[N:9](=[O:10])[O-:11].[Na+:12].[OH2:14]>>[C:1]([C:2]([C:3](=[O:4])[CH3:5])=[N:9][OH:10])(=[O:6])[O:7][CH3:8]. Reactants: CO, NCc1ccc(C(=O)O)cc1. The product is COC(=O)c1ccc(CN)cc1. RXN SMILES: [CH3:12][OH:13].[NH2:1][CH2:2][c:3]1[cH:4][cH:5][c:6]([C:7](=[O:8])[OH:9])[cH:10][cH:11]1>>[NH2:1][CH2:2][c:3]1[cH:4][cH:5][c:6]([C:7](=[O:8])[O:9][CH3:12])[cH:10][cH:11]1. The reactants are ClCCN1N=C(C=2CCC=3C=NC(=NC3C21)NC2=C(C=CC(=C2)N2CCN(CC2)C)OC(F)(F)F)C(=O)N (1-(2-chloro-ethyl)-8-[5-(4-methyl-piperazin-1-yl)-2-trifluoromethoxy-phenylamino]-4,5-dihydro-1H-pyrazolo[4,3-h]quinazoline-3-carboxamide), C1CCC2=NCCCN2CC1 (DBU). Run in O (water). Run at temperature 80 celsius. Yields the product CN1CCN(CC1)C=1C=CC(=C(C1)NC1=NC=2C3=C(CCC2C=N1)C(=NN3C=C)C(=O)N)OC(F)(F)F (8-[5-(4-Methyl-piperazin-1-yl)-2-trifluoromethoxy-phenylamino]-1-vinyl-4,5-dihydro-1H-pyrazolo[4,3-h]quinazoline-3-carboxamide). Isolated yield 72.2%. As a reaction SMILES: Cl[CH2:2][CH2:3][N:4]1[C:16]2[C:15]3[N:14]=[C:13]([NH:17][C:18]4[CH:23]=[C:22]([N:24]5[CH2:29][CH2:28][N:27]([CH3:30])[CH2:26][CH2:25]5)[CH:21]=[CH:20][C:19]=4[O:31][C:32]([F:35])([F:34])[F:33])[N:12]=[CH:11][C:10]=3[CH2:9][CH2:8][C:7]=2[C:6]([C:36]([NH2:38])=[O:37])=[N:5]1.C1CCN2C(=NCCC2)CC1>O>[CH3:30][N:27]1[CH2:28][CH2:29][N:24]([C:22]2[CH:21]=[CH:20][C:19]([O:31][C:32]([F:35])([F:34])[F:33])=[C:18]([NH:17][C:13]3[N:12]=[CH:11][C:10]4[CH2:9][CH2:8][C:7]5[C:6]([C:36]([NH2:38])=[O:37])=[N:5][N:4]([CH:3]=[CH2:2])[C:16]=5[C:15]=4[N:14]=3)[CH:23]=2)[CH2:25][CH2:26]1. Reported procedure: A mixture of 1-(2-chloro-ethyl)-8-[5-(4-methyl-piperazin-1-yl)-2-trifluoromethoxy-phenylamino]-4,5-dihydro-1H-pyrazolo[4,3-h]quinazoline-3-carboxamide (350 mg, 0.63 mmol) and DBU (3.5 mL) was heated to 80° C. for 1 h. After cooling the reaction mixture was poured into water and filtered. The crude solid was purified by flash chromatography on silica gel (eluant: DCM/MeOH 95/5) to afford 234 mg (71% yield) of the title compound. Reactants: C=CCc1ccc(C(F)(F)F)cc1OCC(=O)O, O=S(Cl)Cl. Yields the product C=CCc1ccc(C(F)(F)F)cc1OCC(=O)O, [Cl-]. Reaction SMILES: [CH2:1]([CH:2]=[CH2:3])[c:4]1[c:5]([O:6][CH2:7][C:8](=[O:9])[OH:10])[cH:11][c:12]([C:15]([F:16])([F:17])[F:18])[cH:13][cH:14]1.[S:19]([Cl:20])([Cl:21])=[O:22]>>[CH2:1]([CH:2]=[CH2:3])[c:4]1[c:5]([O:6][CH2:7][C:8](=[O:9])[OH:10])[cH:11][c:12]([C:15]([F:16])([F:17])[F:18])[cH:13][cH:14]1.[Cl-:21]. Reactants: C(C)(C)(C)OC(=O)N1CCC(=CC1)C1=CC2=C(N=CN=C2NC=2C=NC(=CC2)OC)N1 (4-[4-(6-methoxypyridin-3-ylamino)-7H-pyrrolo[2,3-d]pyrimidin-6-yl]-3,6-dihydro-2H-pyridine-1-carboxylic acid tert-butyl ester), [Na+].[I-] (NaI), C(=O)(O)[O-].[Na+] (NaHCO3), NaS2O4.5H2O, C[Si](C)(C)Cl (trimethylsilyl chloride), CC(C)(C)OC(=O)OC(=O)OC(C)(C)C (Boc2O). Reagents/catalysts: CN(C)C=1C=CN=CC1 (DMAP). Run in CC#N (CH3CN), N1=CC=CC=C1 (pyridine). Run at temperature 80 celsius. Yields the product C(C)(C)(C)OC(=O)N1CCC(=CC1)C1=CC2=C(N=CN=C2NC2=CNC(C=C2)=O)N1 (4-[4-(6-Oxo-1,6-dihydropyridin-3-ylamino)-7H-pyrrolo[2,3-d]pyrimidin-6-yl]-3,6-dihydro-2H-pyridine-1-carboxylic acid tert-butyl ester). As a reaction SMILES: [C:1]([O:5][C:6]([N:8]1[CH2:13][CH:12]=[C:11]([C:14]2[NH:31][C:17]3[N:18]=[CH:19][N:20]=[C:21]([NH:22][C:23]4[CH:24]=[N:25][C:26]([O:29]C)=[CH:27][CH:28]=4)[C:16]=3[CH:15]=2)[CH2:10][CH2:9]1)=[O:7])([CH3:4])([CH3:3])[CH3:2].[Na+].[I-].C[Si](Cl)(C)C.C([O-])(O)=O.[Na+].CC(OC(OC(OC(C)(C)C)=O)=O)(C)C>CC#N.CN(C1C=CN=CC=1)C.N1C=CC=CC=1>[C:1]([O:5][C:6]([N:8]1[CH2:9][CH:10]=[C:11]([C:14]2[NH:31][C:17]3[N:18]=[CH:19][N:20]=[C:21]([NH:22][C:23]4[CH:28]=[CH:27][C:26](=[O:29])[NH:25][CH:24]=4)[C:16]=3[CH:15]=2)[CH2:12][CH2:13]1)=[O:7])([CH3:4])([CH3:2])[CH3:3] |f:1.2,4.5|. Procedure details: Into the suspension of 4-[4-(6-methoxypyridin-3-ylamino)-7H-pyrrolo[2,3-d]pyrimidin-6-yl]-3,6-dihydro-2H-pyridine-1-carboxylic acid tert-butyl ester (68.4 mg, 79% purity, 0.127 mmol) and NaI (19.1 mg, 0.127 mmol) in CH3CN (10 mL) was added trimethylsilyl chloride (1 M in THF, 0.765 mL, 0.765 mmol) at rt. The mixture was then heated at 80° C. in a flask under N2 for 48 h. After that time, the mixture was cooled at 0° C. and the aqueous solution (H2O, 8 mL) of NaHCO3 (159 mg) and NaS2O4.5H2O (318 ... Reactants: C1OC=2C=C(C(=CC2O1)CC#N)CC#N (4,5-methylenedioxy-1,2-benzenediacetonitrile), N (ammonia). The reagents and catalysts are [Ni] (Raney nickel). Product: C1OC2=CC3=C(CCNCC3)C=C2O1 (2,3,4,5-Tetrahydro-7,8-methylenedioxy-1H-3-benzazepine). Yield: 105.5%. As a reaction SMILES: [CH2:1]1[O:9][C:8]2[CH:7]=[C:6]([CH2:10][C:11]#N)[C:5]([CH2:13][C:14]#[N:15])=[CH:4][C:3]=2[O:2]1.N>[Ni]>[CH2:1]1[O:2][C:3]2[C:8](=[CH:7][C:6]3[CH2:10][CH2:11][NH:15][CH2:14][CH2:13][C:5]=3[CH:4]=2)[O:9]1. Procedure: 119 g. (0.595 moles) of 4,5-methylenedioxy-1,2-benzenediacetonitrile was hydrogenated in 2.4 l. of ammonia-saturated ethanol at an initial pressure of 1,000 PSI and 100° C in the presence of 24 g of Raney nickel for 4 to 5 hours. The cooled autoclave contents were filtered to remove the nickel, the catalyst washed with 500 ml of hot ethanol, and the filtrate distilled at reduced pressure, leaving 120 g of dark gray oil. This oil was distilled in vacuo using a Claisen still head and several fract...